This data is from the Open Reaction Database (ORD), a public repository of structured organic reaction records. The task is: describe an organic reaction: reactants, conditions, products, and yield The reactants are CC(C)N, CC(C)=O, CCNc1nc(Cl)c(C#N)c(Cl)n1. The product is CCNc1nc(Cl)c(C#N)c(NC(C)C)n1. Reaction SMILES: [CH3:14][CH:15]([CH3:16])[NH2:17].[CH3:18][C:19](=[O:20])[CH3:21].[Cl:1][c:2]1[n:3][c:4]([NH:11][CH2:12][CH3:13])[n:5][c:6]([Cl:10])[c:7]1[C:8]#[N:9]>>[c:2]1([NH:17][CH:15]([CH3:14])[CH3:16])[n:3][c:4]([NH:11][CH2:12][CH3:13])[n:5][c:6]([Cl:10])[c:7]1[C:8]#[N:9].